describe an organic reaction: reactants, conditions, products, and yield From a dataset of the Open Reaction Database (ORD), a public repository of structured organic reaction records. Reactants: ClC1=CC=NC=C1 (4-chloropyridine), NN1C=CC=C1 (N-aminopyrrole). Run in COCCOCCOC (diglyme), O (water), C([O-])([O-])=O.[Na+].[Na+] (sodium carbonate). Product: N1(C=CC=C1)NC1=CC=NC=C1 (N-(1H-Pyrrol-1-yl)-4-pyridinamine). Yield: 57.1%. RXN SMILES: Cl[C:2]1[CH:7]=[CH:6][N:5]=[CH:4][CH:3]=1.[NH2:8][N:9]1[CH:13]=[CH:12][CH:11]=[CH:10]1>COCCOCCOC.O.C(=O)([O-])[O-].[Na+].[Na+]>[N:9]1([NH:8][C:2]2[CH:7]=[CH:6][N:5]=[CH:4][CH:3]=2)[CH:13]=[CH:12][CH:11]=[CH:10]1 |f:4.5.6|. Procedure details: A solution of 4-chloropyridine (15 g) and N-aminopyrrole (18 g) in 225 ml of diglyme was stirred at 150° C. for one hour and thereafter cooled, diluted with water and basified with sodium carbonate. The mixture was extracted with ethyl acetate, and the organic extract was dried over anhydrous magnesium sulfate, filtered and evaporated to an oil. This oil was purified by high performance liquid chromatography (HPLC hereafter) using silica gel and ethyl acetate to give 12 g of a solid, mp 150° C. ... The reactants are CN1N=CC(=C1)C(CC1=CC=CC=C1)=O (1-(1-methyl-1H-pyrazol-4-yl)-2-phenylethanone), CN1N=CC(=C1)C(CC1=CC=CC=C1)=O (1-(1-methyl-1H-pyrazol-4-yl)-2-phenylethanone), NC1=CC=C(C=C1)C1=C(C(NC(N1)=O)C1=CC(=C(C(=C1)[N+](=O)[O-])O)OCC)C1=CC=CC=C1 (6-(4-aminophenyl)-4-(3-ethoxy-4-hydroxy-5-nitrophenyl)-5-phenyl-3,4-dihydropyrimidin-2(1H)-one), NC1=CC=C(C=C1)C1=C(C(NC(N1)=O)C1=CC(=C(C(=C1)[N+](=O)[O-])O)OCC)C1=CC=CC=C1 (6-(4-aminophenyl)-4-(3-ethoxy-4-hydroxy-5-nitrophenyl)-5-phenyl-3,4-dihydropyrimidin-2(1H)-one), NC(=O)N (urea), Cl (HCl), CCO (EtOH). Run at temperature 60 celsius, time 8 hour. Product: OC1=C(C(=O)O)C=CC(=C1)C1NC(NC(=C1C1=CC=CC=C1)C=1C=NN(C1)C)=O (2-hydroxy-4-(6-(1-methyl-1H-pyrazol-4-yl)-2-oxo-5-phenyl-1,2,3,4-tetrahydropyrimidin-4-yl)benzoic acid). Yield: 20.0%. Reaction SMILES: [CH3:1][N:2]1[CH:6]=[C:5]([C:7](=O)[CH2:8][C:9]2[CH:14]=[CH:13][CH:12]=[CH:11][CH:10]=2)[CH:4]=[N:3]1.NC1C=CC(C2[NH:28][C:27](=[O:29])[NH:26][CH:25]([C:30]3[CH:35]=[C:34]([N+]([O-])=O)[C:33](O)=[C:32]([O:40]CC)[CH:31]=3)C=2C2C=CC=CC=2)=CC=1.N[C:50](N)=[O:51].Cl.CC[OH:56]>>[OH:40][C:32]1[CH:31]=[C:30]([CH:25]2[C:8]([C:9]3[CH:14]=[CH:13][CH:12]=[CH:11][CH:10]=3)=[C:7]([C:5]3[CH:4]=[N:3][N:2]([CH3:1])[CH:6]=3)[NH:28][C:27](=[O:29])[NH:26]2)[CH:35]=[CH:34][C:33]=1[C:50]([OH:51])=[O:56]. Procedure: A mixture of 1-(1-methyl-1H-pyrazol-4-yl)-2-phenylethanone (Intermediate 88) (150 mg, 0.75 mmol), methyl 4-formyl-2-hydroxybenzoate (Intermediate 84) (135 mg, 0.75 mmol), urea (138 mg, 2.3 mmol) and conc. HCl (0.5 mL) in EtOH (5 mL) was refluxed under N2 atmosphere overnight. The mixture was concentrated under reduced pressure. The residue was taken up in MeOH (10 mL) and aq. NaOH (2 M, 10 mL) and was stirred at 60° C. under N2 overnight. The mixture was cooled, and then acidified with aqueous H... The reactants are OBO, Cc1ccccc1, CN1C(=O)CCC2(C)c3ccc(Br)cc3CCC12, O=Cc1cc(B(O)O)ccc1O, ClCCl, [Na+], [Na+], O=C([O-])[O-], [Pd], [Pd], c1ccc(P(c2ccccc2)c2ccccc2)cc1, c1ccc(P(c2ccccc2)c2ccccc2)cc1, c1ccc(P(c2ccccc2)c2ccccc2)cc1, c1ccc(P(c2ccccc2)c2ccccc2)cc1. The product is CN1C(=O)CCC2(C)c3ccc(-c4ccc(O)c(C=O)c4)cc3CCC12. As a reaction SMILES: [BH:37]([OH:38])[OH:39].[CH3:121][c:122]1[cH:123][cH:124][cH:125][cH:126][cH:127]1.[CH3:1][N:2]1[C:3](=[O:18])[CH2:4][CH2:5][C:6]2([CH3:17])[c:7]3[c:8]([cH:12][c:13]([Br:16])[cH:14][cH:15]3)[CH2:9][CH2:10][CH:11]12.[CH:19](=[O:20])[c:21]1[cH:22][c:23]([B:28]([OH:29])[OH:30])[cH:24][cH:25][c:26]1[OH:27].[Cl:40][CH2:41][Cl:42].[Na+:31].[Na+:32].[O-:33][C:34](=[O:35])[O-:36].[Pd:120].[Pd:43].[c:101]1([P:102]([c:103]2[cH:104][cH:105][cH:106][cH:107][cH:108]2)[c:109]2[cH:110][cH:111][cH:112][cH:113][cH:114]2)[cH:115][cH:116][cH:117][cH:118][cH:119]1.[c:44]1([P:45]([c:46]2[cH:47][cH:48][cH:49][cH:50][cH:51]2)[c:52]2[cH:53][cH:54][cH:55][cH:56][cH:57]2)[cH:58][cH:59][cH:60][cH:61][cH:62]1.[c:63]1([P:64]([c:65]2[cH:66][cH:67][cH:68][cH:69][cH:70]2)[c:71]2[cH:72][cH:73][cH:74][cH:75][cH:76]2)[cH:77][cH:78][cH:79][cH:80][cH:81]1.[c:82]1([P:83]([c:84]2[cH:85][cH:86][cH:87][cH:88][cH:89]2)[c:90]2[cH:91][cH:92][cH:93][cH:94][cH:95]2)[cH:96][cH:97][cH:98][cH:99][cH:100]1>>[CH3:1][N:2]1[C:3](=[O:18])[CH2:4][CH2:5][C:6]2([CH3:17])[c:7]3[c:8]([cH:12][c:13](-[c:23]4[cH:22][c:21]([CH:19]=[O:20])[c:26]([OH:27])[cH:25][cH:24]4)[cH:14][cH:15]3)[CH2:9][CH2:10][CH:11]12. Reactants: Cc1ccc2cc3ccccc3cc2c1, [O-]Cl, ClC(Cl)=C(Cl)Cl, [Na+]. Yields the product [O-]Cl, [Na+], c1ccc2cc3ccccc3cc2c1. Reaction SMILES: [CH3:1][c:2]1[cH:3][c:4]2[cH:5][c:6]3[cH:7][cH:8][cH:9][cH:10][c:11]3[cH:12][c:13]2[cH:14][cH:15]1.[Cl:16][O-:17].[Cl:19][C:20]([Cl:21])=[C:22]([Cl:23])[Cl:24].[Na+:18]>>[Cl:16][O-:17].[Na+:18].[cH:2]1[cH:3][c:4]2[cH:5][c:6]3[cH:7][cH:8][cH:9][cH:10][c:11]3[cH:12][c:13]2[cH:14][cH:15]1. Yields the product C(C)(C)(C)OC(=O)C1=C(SC=2C(OCCC21)CNC(C(CC2=CC=C(C=C2)O)NC(C)=O)=O)N (7-((2-acetylamino-3-(4-hydroxy-phenyl)propionylamino)methyl)-2-amino-4,7-dihydro-5H-thieno[2,3-c]pyran-3-carboxylic acid tert-butyl ester). Run in ClCCl (dichloromethane), ClCCl (dichloromethane), ClCCl (dichloromethane). Run at time 15 minute. The yield is 59.1%. Starting materials: N([C@H](CC1=CC=C(C=C1)O)C(=O)O)C(=O)C (Ac-D-Tyr-OH), C(C)(C)(C)OC(=O)C1=C(SC=2C(OCCC21)CN)N (2-Amino-7-aminomethyl-4,7-dihydro-5H-thieno[2,3-c]pyran-3-carboxylic acid tert-butyl ester), ON1N=NC2=C1C=CC=C2 (1-hydroxybenzotriazole), Cl.C(C)N=C=NCCCN(C)C (1-ethyl-3-(3-dimethylamino propyl)carbodiimide hydrochloride), C(C)(C)N(C(C)C)CC (N,N-diisopropyl-ethylamine). Reaction SMILES: [NH:1]([C:14]([CH3:16])=[O:15])[C@@H:2]([C:11]([OH:13])=O)[CH2:3][C:4]1[CH:9]=[CH:8][C:7]([OH:10])=[CH:6][CH:5]=1.ON1C2C=CC=CC=2N=N1.Cl.C(N=C=NCCCN(C)C)C.[C:39]([O:43][C:44]([C:46]1[C:54]2[CH2:53][CH2:52][O:51][CH:50]([CH2:55][NH2:56])[C:49]=2[S:48][C:47]=1[NH2:57])=[O:45])([CH3:42])([CH3:41])[CH3:40].C(N(CC)C(C)C)(C)C>ClCCl>[C:39]([O:43][C:44]([C:46]1[C:54]2[CH2:53][CH2:52][O:51][CH:50]([CH2:55][NH:56][C:11](=[O:13])[CH:2]([NH:1][C:14](=[O:15])[CH3:16])[CH2:3][C:4]3[CH:5]=[CH:6][C:7]([OH:10])=[CH:8][CH:9]=3)[C:49]=2[S:48][C:47]=1[NH2:57])=[O:45])([CH3:42])([CH3:40])[CH3:41] |f:2.3|. Procedure: To a mixture of Ac-D-Tyr-OH (235 mg, 1.05 mmol) dissolved in dichloromethane (10 ml) was added 1-hydroxybenzotriazole (0.14 g, 1.05 mmol), 1-ethyl-3-(3-dimethylamino propyl)carbodiimide hydrochloride (0.20 g, 1.05 mmol) and the reaction mixture was stirred for 15 min at room temperature. 2-Amino-7-aminomethyl-4,7-dihydro-5H-thieno[2,3-c]pyran-3-carboxylic acid tert-butyl ester (0.3 g, 1.05 mmol) dissolved in dichloromethane (10 ml) was added followed by N,N-diisopropyl-ethylamine (0.18 ml, 1.05 ... Reactants: C1=CC=CC=C1C(=O)OO (perbenzoic acid), FC=CCC1=CC=CC=C1 (p-fluoroallylbenzene), C(C1=CC=CC=C1)(=O)OOC(C1=CC=CC=C1)=O (benzoyl peroxide). Run in C(Cl)(Cl)Cl (chloroform). Reaction conditions: time 5 day. The product is FC=CCC1=CC2C(C=C1)O2 (p-fluoroallylbenzene oxide). Yield: 52.0%. Reaction SMILES: [F:1][CH:2]=[CH:3][CH2:4][C:5]1[CH:10]=[CH:9][CH:8]=[CH:7][CH:6]=1.C1C(C(OO)=[O:18])=CC=CC=1.C(OOC(=O)C1C=CC=CC=1)(=O)C1C=CC=CC=1>C(Cl)(Cl)Cl>[F:1][CH:2]=[CH:3][CH2:4][C:5]1[CH:10]=[CH:9][CH:8]2[O:18][CH:7]2[CH:6]=1. Procedure details: 7 g of p-fluoroallylbenzene was added to 800 ml of chloroform solution containing perbenzoic acid prepared from 46 g of benzoyl peroxide and the mixture was allowed to stand at about 5° C for 5 days. The resulting mixture was washed with sodium hydroxide solution, water, Mohr's salt solution, then water, and dried over anhydrous sodium sulfate. The solvent was evaporated and the residue was distilled under reduced pressure to give 4.1 g (yield 52%) of p-fluoroallylbenzene oxide as colorless liqu... Starting materials: F (hydrogen fluoride), [Cl-].[Cl-].[Cl-].[Cl-].[Cl-].[Cl-].C1(=CC(=CC=C1)C)C (m-xylene-hexachloride), F (hydrogen fluoride). Yields the product [F-].[F-].[F-].[F-].[F-].[F-].C1(=CC(=CC=C1)C)C (m-xylenehexafluoride). Reaction SMILES: [FH:1].[Cl-].[Cl-].[Cl-].[Cl-].[Cl-].[Cl-].[C:8]1([CH3:15])[CH:13]=[CH:12][CH:11]=[C:10]([CH3:14])[CH:9]=1>>[F-:1].[F-:1].[F-:1].[F-:1].[F-:1].[F-:1].[C:8]1([CH3:15])[CH:13]=[CH:12][CH:11]=[C:10]([CH3:14])[CH:9]=1 |f:1.2.3.4.5.6.7,8.9.10.11.12.13.14|. Reported procedure: After having charged an autoclave according to example 3 under the same pressure conditions also specified in example 3 with 125 kg of hydrogen fluoride, a quantity of 84 kg of m-xylene-hexachloride and of 90 kg of hydrogen fluoride are fed in per hour (molar proportion 1:16.7). The reaction components are preheated to 125°C. The reaction temperature is 130°C in the first autoclave and 120°C in the second. m-xylenehexafluoride is obtained at a yield rate of 93.5 % of the theoretical yield, calcu...